Task: describe an organic reaction: reactants, conditions, products, and yield. Dataset: the Open Reaction Database (ORD), a public repository of structured organic reaction records The reactants are [Al], CCOCC, CSc1scc(C)c1[N+](=O)[O-]. Yields the product CSc1scc(C)c1N. Reaction SMILES: [Al:1].[CH2:13]([O:14][CH2:15][CH3:16])[CH3:17].[CH3:2][S:3][c:4]1[s:5][cH:6][c:7]([CH3:12])[c:8]1[N+:9]([O-:10])=[O:11]>>[CH3:2][S:3][c:4]1[s:5][cH:6][c:7]([CH3:12])[c:8]1[NH2:9]. Starting materials: C(=C)OCCCC (n-butyl vinyl ether), C(=C)OCCCC (n-butyl vinyl ether), ClC=1N=NC(=CC1)Cl (3,6-dichloropyridazine), C(C)(C)(C)[Li] (tert-butyllithium), solution. The reagents and catalysts are C1=CC=C(C=C1)P([C-]2C=CC=C2)C3=CC=CC=C3.C1=CC=C(C=C1)P([C-]2C=CC=C2)C3=CC=CC=C3.Cl[Pd]Cl.[Fe+2] ([1,1′-bis(diphenylphosphino)ferrocene]dichloropalladium(II)), [Cl-].[Zn+2].[Cl-] (zinc chloride). Solvent: C1CCOC1 (THF), CCOC(=O)C (EtOAc), CCCCC (pentane), C1CCOC1 (THF), C1CCOC1 (THF). Run at temperature -30 celsius, time 15 minute. The product is C(CCC)OC(=C)C=1N=NC(=CC1)Cl (3-(1-butoxyvinyl)-6-chloropyridazine). Reaction SMILES: C([Li])(C)(C)C.[CH:6]([O:8][CH2:9][CH2:10][CH2:11][CH3:12])=[CH2:7].[Cl:13][C:14]1[N:15]=[N:16][C:17](Cl)=[CH:18][CH:19]=1>CCCCC.C1COCC1.CCOC(C)=O.[Cl-].[Zn+2].[Cl-].C1C=CC(P(C2C=CC=CC=2)[C-]2C=CC=C2)=CC=1.C1C=CC(P(C2C=CC=CC=2)[C-]2C=CC=C2)=CC=1.Cl[Pd]Cl.[Fe+2]>[CH2:9]([O:8][C:6]([C:17]1[N:16]=[N:15][C:14]([Cl:13])=[CH:19][CH:18]=1)=[CH2:7])[CH2:10][CH2:11][CH3:12] |f:6.7.8,9.10.11.12|. Reported procedure: THF (24.0 mL) was added rapidly dropwise to tert-butyllithium (150 mL of a 1.7 M solution in pentane) at −78° C. After 15 min, n-butyl vinyl ether (14.0 mL, 109.4 mmol) was added, and the resulting mixture was warmed to −30° C., at which point modest gas evolution was observed. As gas evolution ceased, a second portion of n-butyl vinyl ether (14.0 mL, 109.4 mmol) was added, maintaining the reaction temperature at −30° C. After gas evolution had ceased, the reaction mixture was cooled to −78° C.,... The reactants are iodo, C[Si](C)(C)C#C (trimethylsilylacetylene), [OH-].[NH4+] (ammonium hydroxide), COC1=NC=C(C=O)C(=C1)C#C[Si](C)(C)C (6-methoxy-4-[(trimethylsilyl)ethynyl]nicotinaldehyde). The solvent is C(C)O (ethanol). The product is COC=1N=CC2=CN=CC=C2C1 (3-methoxy-2,7-naphthyridine). Reaction SMILES: C[Si](C#C)(C)C.[CH3:7][O:8][C:9]1[CH:16]=[C:15]([C:17]#[C:18][Si](C)(C)C)[C:12]([CH:13]=O)=[CH:11][N:10]=1.[OH-].[NH4+:24]>C(O)C>[CH3:7][O:8][C:9]1[N:10]=[CH:11][C:12]2[C:15]([CH:16]=1)=[CH:17][CH:18]=[N:24][CH:13]=2 |f:2.3|. Procedure details: Preferably the 1,2,3,4-tetrahydro-2,7-naphthyridine intermediate (VIIb) can be synthesised as shown in Schemes 3 and 4. In Route B, commercially available 6-methoxynicotinaldehyde is treated successively with the lithium salt of N,N,N′-trimethylethylenediamine, then n-BuLi in hexanes and finally iodine to afford the 4-iodo-6-methoxynicotinaldehyde (cf. Tetrahedron Lett. 1993, 34(39), 6173-6176). The iodo compound is coupled with trimethylsilylacetylene under usual Sonagashira-Hagihara conditions... As a reaction SMILES: [C:1]1([C:7]2[C:8](=[O:18])[NH:9][C:10](=[O:17])[N:11]3[CH2:16][CH:15]=[CH:14][S:13][C:12]=23)[CH:6]=[CH:5][CH:4]=[CH:3][CH:2]=1.[CH3:19][C:20]1[CH:27]=[CH:26][C:23]([CH2:24]Cl)=[CH:22][CH:21]=1.C(=O)([O-])[O-].[K+].[K+].C1(C)C=CC(S(O)(=O)=O)=CC=1>CN(C=O)C.C1(C)C=CC=CC=1>[CH3:19][C:20]1[CH:27]=[CH:26][C:23]([CH2:24][N:9]2[C:8](=[O:18])[C:7]([C:1]3[CH:2]=[CH:3][CH:4]=[CH:5][CH:6]=3)=[C:12]3[S:13][CH:14]=[CH:15][CH2:16][N:11]3[C:10]2=[O:17])=[CH:22][CH:21]=1 |f:2.3.4|. The solvent is CN(C)C=O (DMF), C1(=CC=CC=C1)C (toluene). Isolated yield 32.9%. Run at temperature 100 celsius, time 15 hour. Yields the product CC1=CC=C(CN2C(N3C(SC=CC3)=C(C2=O)C2=CC=CC=C2)=O)C=C1 (7-(p-Methylbenzyl)-9-phenyl-4H,6H-pyrimido-[6,1-b][1,3]thiazine-6,8(7H)-dione). Procedure: A mixture of 9-phenyl-4H,6H-pyrimido[6,1-b][1,3]thiazine-6,8(7H)-dione (0.26 g), p-methylbenzylchloride (0.21 g) and potassium carbonate (0.28 g) in DMF (5 ml) was stirred at 100° C. for 15 hours. The reaction solution was concentrated to dryness. The resulting residue was dissolved in dichloroethane and was washed with water and dried. m-Chloroperbenzoic acid (0.2 g) was added to the dichloroethane solution little by little under ice cooling, and it was allowed to stand at room temperature for ... Reactants: C1(=CC=C(C=C1)S(=O)(=O)O)C (p-toluene sulfonic acid), C1(=CC=CC=C1)C=1C(NC(N2C1SC=CC2)=O)=O (9-phenyl-4H,6H-pyrimido[6,1-b][1,3]thiazine-6,8(7H)-dione), CC1=CC=C(CCl)C=C1 (p-methylbenzylchloride), C([O-])([O-])=O.[K+].[K+] (potassium carbonate). Starting materials: [Na+].C(C)(=O)OCC1=C(N2C(C(C2SC1)N)=O)C(=O)[O-] (3-[(acetyloxy)methyl]-7-amino-8-oxo-5-thia-1-azabicyclo[4.2.0]oct-2-ene-2-carboxylic acid sodium salt), ClCOC([C@@H](NC(=O)OC(C)(C)C)C(C)C)=O (N-tert-butoxycarbonyl-L-valine chloromethyl ester). The solvent is CN(C=O)C (dimethyl formamide), C(C)(=O)OCC (ethyl acetate). Conditions: time 72 hour. The product is C(C)(C)(C)OC(=O)NC(C(=O)OCOC(=O)C=1N2C(C(C2SCC1COC(C)=O)N)=O)C(C)C (3-[(acetyloxy)methyl]-7-amino-8-oxo-5-thia-1-azabicyclo[4.2.0]oct-2-ene-2-carboxylic acid N-tert-butoxycarbonyl-2-amino-3-methylbutyryloxymethyl ester), NC(C(=O)OCOC(=O)C=1N2C(C(C2SCC1COC(C)=O)N)=O)C(C)C (3-[(Acetyloxy)methyl]-7-amino-8-oxo-5-thia-1-azabicyclo-[4.2.0]oct-2-ene-2-carboxylic acid 2-amino-3-methylbutyryloxymethyl ester). RXN SMILES: [Na+].[C:2]([O:5][CH2:6][C:7]1[CH2:14][S:13][CH:12]2[N:9]([C:10](=[O:16])[CH:11]2[NH2:15])[C:8]=1[C:17]([O-:19])=[O:18])(=[O:4])[CH3:3].Cl[CH2:21][O:22][C:23](=[O:36])[C@H:24]([CH:33]([CH3:35])[CH3:34])[NH:25][C:26]([O:28][C:29]([CH3:32])([CH3:31])[CH3:30])=[O:27]>CN(C)C=O.C(OCC)(=O)C>[C:29]([O:28][C:26]([NH:25][CH:24]([CH:33]([CH3:35])[CH3:34])[C:23]([O:22][CH2:21][O:18][C:17]([C:8]1[N:9]2[CH:12]([S:13][CH2:14][C:7]=1[CH2:6][O:5][C:2](=[O:4])[CH3:3])[CH:11]([NH2:15])[C:10]2=[O:16])=[O:19])=[O:36])=[O:27])([CH3:32])([CH3:31])[CH3:30].[NH2:25][CH:24]([CH:33]([CH3:35])[CH3:34])[C:23]([O:22][CH2:21][O:18][C:17]([C:8]1[N:9]2[CH:12]([S:13][CH2:14][C:7]=1[CH2:6][O:5][C:2](=[O:4])[CH3:3])[CH:11]([NH2:15])[C:10]2=[O:16])=[O:19])=[O:36] |f:0.1|. Procedure: A suspension of 5 grams of 3-[(acetyloxy)methyl]-7-amino-8-oxo-5-thia-1-azabicyclo[4.2.0]oct-2-ene-2-carboxylic acid sodium salt and 8.5 grams of N-tert-butoxycarbonyl-L-valine chloromethyl ester, which is prepared by the general procedure described in W. German Offen. 2,236,620, are mixed in 100 ml of dimethyl formamide and stirred for 72 hours. The mixture is diluted with ethyl acetate, washed with water with aqueous bicarbonate and again with water. The organic layer is dried over magnesium s... Starting materials: CC1=C(N)C=C(C(=C1)C1CCC2(OCCO2)CC1)C (2,5-dimethyl-4-(1,4-dioxaspiro[4.5]decan-8-yl)aniline), ClC1=NC=C(C(=N1)NC1=NNC(=C1)C)Cl (2,5-dichloro-N-(5-methyl-1H-pyrazol-3-yl)pyrimidin-4-amine), Cl (HCl). Run in CC(C)O (iPrOH). Reaction conditions: temperature 125 celsius. Yields the product ClC=1C(=NC(=NC1)NC1=CC(=C(C=C1C)C1CCC(CC1)=O)C)NC1=NNC(=C1)C (4-(4-(5-chloro-4-(5-methyl-1H-pyrazol-3-ylamino)pyrimidin-2-ylamino)-2,5-dimethylphenyl)cyclohexanone). As a reaction SMILES: [CH3:1][C:2]1[CH:8]=[C:7]([CH:9]2[CH2:18][CH2:17][C:12]3([O:16]CCO3)[CH2:11][CH2:10]2)[C:6]([CH3:19])=[CH:5][C:3]=1[NH2:4].Cl[C:21]1[N:26]=[C:25]([NH:27][C:28]2[CH:32]=[C:31]([CH3:33])[NH:30][N:29]=2)[C:24]([Cl:34])=[CH:23][N:22]=1.Cl>CC(O)C>[Cl:34][C:24]1[C:25]([NH:27][C:28]2[CH:32]=[C:31]([CH3:33])[NH:30][N:29]=2)=[N:26][C:21]([NH:4][C:3]2[C:2]([CH3:1])=[CH:8][C:7]([CH:9]3[CH2:10][CH2:11][C:12](=[O:16])[CH2:17][CH2:18]3)=[C:6]([CH3:19])[CH:5]=2)=[N:22][CH:23]=1. Procedure: A mixture of 2,5-dimethyl-4-(1,4-dioxaspiro[4.5]decan-8-yl)aniline (86 mg, 0.33 mmol) and 2,5-dichloro-N-(5-methyl-1H-pyrazol-3-yl)pyrimidin-4-amine (104 mg, 0.43 mmol) in iPrOH (3 mL) was treated with HCl (82 μL, 4N in dioxane, 0.33 mmol) and heated to 125° C. in a sealed tube for 14 h. After cooling down to room temperature, the mixture was concentrated and was treated with acetone (2 mL) and HCl (330 μL, 4N in dioxane) at room temperature for 5 h. The mixture was then treated with saturated N... The reactants are ClC1=C(C(=O)C2C(OC(OC2=O)(C)C)=O)C=CC=C1 (5-(2-chlorobenzoyl)-2,2-dimethyl-1,3-dioxane-4,6-dione), C(CC)N (propylamine). The solvent is C1(=CC=CC=C1)C (toluene). Conditions: temperature 85 celsius. The product is ClC1=C(C=CC=C1)C(CC(=O)NCCC)=O (2-Chloro-β-oxo-N-propylbenzenepropanamide). Isolated yield 53.0%. RXN SMILES: [Cl:1][C:2]1[CH:19]=[CH:18][CH:17]=[CH:16][C:3]=1[C:4]([CH:6]1[C:11](=[O:12])OC(C)(C)OC1=O)=[O:5].[CH2:20]([NH2:23])[CH2:21][CH3:22]>C1(C)C=CC=CC=1>[Cl:1][C:2]1[CH:19]=[CH:18][CH:17]=[CH:16][C:3]=1[C:4](=[O:5])[CH2:6][C:11]([NH:23][CH2:20][CH2:21][CH3:22])=[O:12]. Procedure: A suspension of 5-(2-chlorobenzoyl)-2,2-dimethyl-1,3-dioxane-4,6-dione (2.06 g, 7.30 mmol) in 100 mL of toluene was treated with neat propylamine (550 μL, 395 mg, 6.70 mmol) added dropwise via syringe. The reaction was then heated at 80-90° C. for 4 h. Once at rt, the reaction was concentrated to dryness. The residue was adsorbed onto flash silica gel and added to 19 cm of flash silica gel in a 5 cm dia. column. Elution with 4:1 hexanes/EtOAc afforded 851 mg (53%) of the title compound as a yell...